Dataset: the Open Reaction Database (ORD), a public repository of structured organic reaction records. Task: describe an organic reaction: reactants, conditions, products, and yield The reactants are O=C(Cl)COCc1ccccc1, CCC(C)C(N)CN(CC(=O)NC(CCSC)C(=O)OC)Cc1cccc2ccccc12, Cl. Product: CCC(C)C(CN(CC(=O)NC(CCSC)C(=O)OC)Cc1cccc2ccccc12)NC(=O)COCc1ccccc1. As a reaction SMILES: [CH2:34]([c:35]1[cH:36][cH:37][cH:38][cH:39][cH:40]1)[O:41][CH2:42][C:43](=[O:44])[Cl:45].[CH3:2][O:3][C:4]([CH:5]([NH:6][C:7]([CH2:8][N:9]([CH2:10][c:11]1[cH:12][cH:13][cH:14][c:15]2[cH:16][cH:17][cH:18][cH:19][c:20]12)[CH2:21][CH:22]([CH:23]([CH2:24][CH3:25])[CH3:26])[NH2:27])=[O:28])[CH2:29][CH2:30][S:31][CH3:32])=[O:33].[ClH:1]>>[CH3:2][O:3][C:4]([CH:5]([NH:6][C:7]([CH2:8][N:9]([CH2:10][c:11]1[cH:12][cH:13][cH:14][c:15]2[cH:16][cH:17][cH:18][cH:19][c:20]12)[CH2:21][CH:22]([CH:23]([CH2:24][CH3:25])[CH3:26])[NH:27][C:43]([CH2:42][O:41][CH2:34][c:35]1[cH:36][cH:37][cH:38][cH:39][cH:40]1)=[O:44])=[O:28])[CH2:29][CH2:30][S:31][CH3:32])=[O:33].